This data is from the Open Reaction Database (ORD), a public repository of structured organic reaction records. The task is: describe an organic reaction: reactants, conditions, products, and yield Starting materials: CC1(CC(C2=CC=C(C=C12)OS(=O)(=O)C(F)(F)F)=O)C (trifluoro-methanesulfonic acid 3,3-dimethyl-1-oxo-indan-5-yl ester), CN(C=1C=C(C=CC1)B(O)O)C (3-(dimethylamino)phenyl boronic acid). The product is CN(C=1C=C(C=CC1)C=1C=C2C(CC(C2=CC1)=O)(C)C)C (5-[3-(dimethylamino)phenyl]-3,3-dimethylindan-1-one). Reaction SMILES: [CH3:1][C:2]1([CH3:20])[C:10]2[C:5](=[CH:6][CH:7]=[C:8](OS(C(F)(F)F)(=O)=O)[CH:9]=2)[C:4](=[O:19])[CH2:3]1.[CH3:21][N:22]([CH3:32])[C:23]1[CH:24]=[C:25](B(O)O)[CH:26]=[CH:27][CH:28]=1>>[CH3:21][N:22]([CH3:32])[C:23]1[CH:28]=[C:27]([C:8]2[CH:9]=[C:10]3[C:5](=[CH:6][CH:7]=2)[C:4](=[O:19])[CH2:3][C:2]3([CH3:20])[CH3:1])[CH:26]=[CH:25][CH:24]=1. Procedure: The title compound was prepared from trifluoro-methanesulfonic acid 3,3-dimethyl-1-oxo-indan-5-yl ester and 3-(dimethylamino)phenyl boronic acid according to the procedure described in example 21. MS m/z 280; HRMS: calcd for C19H21NO+H+, 280.16959; found (ESI, [M+H]+), 280.1689. The reactants are C1CCOC1, CC(C)O, CCOC(=O)N=NC(=O)OCC, c1ccc(P(c2ccccc2)c2ccccc2)cc1, Sc1nccs1. Product: CC(C)Sc1nccs1. Reaction SMILES: [CH2:42]1[O:43][CH2:44][CH2:45][CH2:46]1.[CH:7]([CH3:8])([CH3:9])[OH:10].[O:30]=[C:31]([O:32][CH2:33][CH3:34])[N:35]=[N:36][C:37]([O:38][CH2:39][CH3:40])=[O:41].[c:11]1([P:12]([c:13]2[cH:14][cH:15][cH:16][cH:17][cH:18]2)[c:19]2[cH:20][cH:21][cH:22][cH:23][cH:24]2)[cH:25][cH:26][cH:27][cH:28][cH:29]1.[s:1]1[c:2]([SH:6])[n:3][cH:4][cH:5]1>>[s:1]1[c:2]([S:6][CH:7]([CH3:8])[CH3:9])[n:3][cH:4][cH:5]1. Starting materials: COC(CC1=CC2=CC=C(C=C2C(=C1C)C1CCN(CC1)S(=O)(=O)CC1=CC=C(C=C1)Cl)F)=O ({4-[1-(4-chloro-phenylmethanesulfonyl)-piperidin-4-yl]-6-fluoro-3-methyl-naphthalen-2-yl}-acetic acid methyl ester), O.[OH-].[Li+] (lithium hydroxide monohydrate). Solvent: C1CCOC1 (THF), O (water). Reaction conditions: time 8 hour. Yields the product ClC1=CC=C(C=C1)CS(=O)(=O)N1CCC(CC1)C1=C(C(=CC2=CC=C(C=C12)F)CC(=O)O)C ({4-[1-(4-chloro-phenylmethanesulfonyl)-piperidin-4-yl]-6-fluoro-3-methyl-naphthalen-2-yl}-acetic acid). Isolated yield 40.1%. Reaction SMILES: C[O:2][C:3](=[O:34])[CH2:4][C:5]1[C:14]([CH3:15])=[C:13]([CH:16]2[CH2:21][CH2:20][N:19]([S:22]([CH2:25][C:26]3[CH:31]=[CH:30][C:29]([Cl:32])=[CH:28][CH:27]=3)(=[O:24])=[O:23])[CH2:18][CH2:17]2)[C:12]2[C:7](=[CH:8][CH:9]=[C:10]([F:33])[CH:11]=2)[CH:6]=1.O.[OH-].[Li+]>C1COCC1.O>[Cl:32][C:29]1[CH:30]=[CH:31][C:26]([CH2:25][S:22]([N:19]2[CH2:20][CH2:21][CH:16]([C:13]3[C:12]4[C:7](=[CH:8][CH:9]=[C:10]([F:33])[CH:11]=4)[CH:6]=[C:5]([CH2:4][C:3]([OH:34])=[O:2])[C:14]=3[CH3:15])[CH2:17][CH2:18]2)(=[O:23])=[O:24])=[CH:27][CH:28]=1 |f:1.2.3|. Procedure details: To a solution {4-[1-(4-chloro-phenylmethanesulfonyl)-piperidin-4-yl]-6-fluoro-3-methyl-naphthalen-2-yl}-acetic acid methyl ester (28.5 mg, 0.057 mmol) in THF (8.0 mL) was added a solution of lithium hydroxide monohydrate (27.3 mg, 1.14 mmol) in water (2.0 mL) at room temperature. The resulting solution was stirred overnight under a nitrogen atmosphere. The solvent was evaporated. Water (˜25 mL) was added and the mixture was acidified with 1.0 N aqueous HCl (1.1 mL). The resulting white precipita...